From a dataset of the Open Reaction Database (ORD), a public repository of structured organic reaction records. describe an organic reaction: reactants, conditions, products, and yield The reactants are C([O-])([O-])=O.[Li+].[Li+] (lithium carbonate), C1(CC1)[C@]1([C@@H](NCC1)C(C)C)O ((2S,3R)-3-cyclopropyl-2-isopropylpyrrolidin-3-ol), FC1=CC(=C(C#N)C=C1)C(F)(F)F (4-fluoro-2-(trifluoromethyl)benzonitrile). The product is O[C@@H]1[C@H](N(CC1(C)C)C1=CC(=C(C#N)C=C1)C(F)(F)F)C (rac-4-[(2R,3S)-3-hydroxy-2,4,4-trimethylpyrrolidin-1-yl]-2-(trifluoromethyl)benzonitrile), solid. Isolated yield 42.0%. RXN SMILES: C1([C@]2(O)[CH2:8][CH2:7][NH:6][C@H:5]2[CH:9]([CH3:11])[CH3:10])CC1.F[C:14]1[CH:21]=[CH:20][C:17]([C:18]#[N:19])=[C:16]([C:22]([F:25])([F:24])[F:23])[CH:15]=1.[C:26](=[O:29])([O-])[O-].[Li+].[Li+]>>[OH:29][C@H:26]1[C:9]([CH3:11])([CH3:10])[CH2:5][N:6]([C:14]2[CH:21]=[CH:20][C:17]([C:18]#[N:19])=[C:16]([C:22]([F:25])([F:24])[F:23])[CH:15]=2)[C@@H:7]1[CH3:8] |f:2.3.4|. Procedure details: By an operation in the same manner as in Example 53 and using (2R,3S)-2,4,4-trimethylpyrrolidin-3-ol 0.5 oxalate (146 mg), 4-fluoro-2-(trifluoromethyl)benzonitrile (255 mg) and lithium carbonate (140 mg), the title compound was obtained as a colorless solid (yield: 106 mg, yield: 42%).